From a dataset of the Open Reaction Database (ORD), a public repository of structured organic reaction records. describe an organic reaction: reactants, conditions, products, and yield The reactants are C(C)(C)(C)OC(=O)[C@@H](C\C=C\C1=CC=CC=C1)[C@H](C(=O)O)CC(C)C ((E)-2(R)-[1(S)-(tert.-butoxycarbonyl)-4-phenyl-3-butenyl]-4-methylvaleric acid), CN1CCOCC1 (N-methyl morpholine), Cl.Cl.C(C1=CC=CC=C1)NN (benzylhydrazine dihydrochloride), O.ON1N=NC2=C1C=CC=C2 (1-hydroxybenzotriazole hydrate), C(C)N=C=NCCCN(C)C (1-ethyl-3-(3-dimethylaminopropyl)carbodiimide). Solvent: CN(C=O)C (dimethylformamide). Product: C(C1=CC=CC=C1)NNC([C@H](CC(C)C)[C@H](C\C=C\C1=CC=CC=C1)C(=O)OC(C)(C)C)=O ((E)-2′-benzyl-2(R)-[1(S)-(tert.-butoxycarbonyl)-4-phenyl-3-butenyl]-4-methylvalerohydrazide). The yield is 41.6%. As a reaction SMILES: [C:1]([O:5][C:6]([C@H:8]([C@@H:18]([CH2:22][CH:23]([CH3:25])[CH3:24])[C:19]([OH:21])=O)[CH2:9]/[CH:10]=[CH:11]/[C:12]1[CH:17]=[CH:16][CH:15]=[CH:14][CH:13]=1)=[O:7])([CH3:4])([CH3:3])[CH3:2].CN1CCOCC1.Cl.Cl.[CH2:35]([NH:42][NH2:43])[C:36]1[CH:41]=[CH:40][CH:39]=[CH:38][CH:37]=1.O.ON1C2C=CC=CC=2N=N1.C(N=C=NCCCN(C)C)C>CN(C)C=O>[CH2:35]([NH:42][NH:43][C:19](=[O:21])[C@@H:18]([C@@H:8]([C:6]([O:5][C:1]([CH3:2])([CH3:4])[CH3:3])=[O:7])[CH2:9]/[CH:10]=[CH:11]/[C:12]1[CH:17]=[CH:16][CH:15]=[CH:14][CH:13]=1)[CH2:22][CH:23]([CH3:25])[CH3:24])[C:36]1[CH:41]=[CH:40][CH:39]=[CH:38][CH:37]=1 |f:2.3.4,5.6|. Procedure: A mixure of 3.46 g of (E)-2(R)-[1(S)-(tert.-butoxycarbonyl)-4-phenyl-3-butenyl]-4-methylvaleric acid, 4.0 g of N-methyl morpholine, 2.95 g of benzylhydrazine dihydrochloride and 1.7 g of 1-hydroxybenzotriazole hydrate in 25 ml of dimethylformamide was cooled to 0° C. while stirring under nitrogen and 2.4 g of 1-ethyl-3-(3-dimethylaminopropyl)carbodiimide were added. The mixture was gradually allowed to come to room temperature and was then stirred overnight. The dimethylformamide was evaporated ... Starting materials: Cl (hydrochloric acid), COC(=O)C=1C=C2C(CC(NC2=CC1)C1=CC(=CC(=C1)N1CCOCC1)F)(C)C (2-(3-fluoro-5-morpholin-4-yl-phenyl)-4,4-dimethyl-1,2,3,4-tetrahydro-quinoline-6-carboxylic acid methyl ester), [OH-].[Na+] (sodium hydroxide). Run in CO (methanol), O1CCCC1 (tetrahydrofuran), O (water). Reaction conditions: temperature 70 celsius, time 6 hour. Product: FC=1C=C(C=C(C1)N1CCOCC1)C1NC2=CC=C(C=C2C(C1)(C)C)C(=O)O (2-(3-fluoro-5-morpholin-4-yl-phenyl)-4,4-dimethyl-1,2,3,4-tetrahydro-quinoline-6-carboxylic acid). The yield is 89.9%. RXN SMILES: C[O:2][C:3]([C:5]1[CH:6]=[C:7]2[C:12](=[CH:13][CH:14]=1)[NH:11][CH:10]([C:15]1[CH:20]=[C:19]([N:21]3[CH2:26][CH2:25][O:24][CH2:23][CH2:22]3)[CH:18]=[C:17]([F:27])[CH:16]=1)[CH2:9][C:8]2([CH3:29])[CH3:28])=[O:4].[OH-].[Na+].Cl>CO.O1CCCC1.O>[F:27][C:17]1[CH:16]=[C:15]([CH:10]2[CH2:9][C:8]([CH3:28])([CH3:29])[C:7]3[C:12](=[CH:13][CH:14]=[C:5]([C:3]([OH:4])=[O:2])[CH:6]=3)[NH:11]2)[CH:20]=[C:19]([N:21]2[CH2:26][CH2:25][O:24][CH2:23][CH2:22]2)[CH:18]=1 |f:1.2|. Reported procedure: To a stirred mixture solution of 2-(3-fluoro-5-morpholin-4-yl-phenyl)-4,4-dimethyl-1,2,3,4-tetrahydro-quinoline-6-carboxylic acid methyl ester (398.0 mg, 1.0 mmol) in methanol (10.0 mL) and tetrahydrofuran (10.0 mL) was added 50% sodium hydroxide in water (1.5 mL). The reaction mixture was stirred at 70° C. for 6 h. The mixture was neutralized with a 3 N aqueous hydrochloric acid solution and extracted with ethyl acetate (2×100 mL), washed with water, dried over anhydrous sodium sulfate and then... Starting materials: C(C)(C)(C)OC(N([C@@H](C)C(N[C@@H](C(C)C)C(=O)N1[C@@H](CC=2C1=NC=CC2)CNC2=CC1=CC=CC=C1C=C2)=O)C)=O (methyl-((S)-1-{(S)-2-methyl-1-[(S)-2-(naphthalen-2-ylaminomethyl)-2,3-dihydro-pyrrolo[2,3-b]pyridine-1-carbonyl]-propylcarbamoyl}-ethyl)-carbamic acid tert-butyl ester), Cl (HCl). The solvent is O1CCOCC1 (1,4-dioxane), O1CCOCC1 (dioxane). Conditions: time 3 hour. Yields the product Cl.CN[C@H](C(=O)N[C@@H](C(C)C)C(=O)N1[C@@H](CC=2C1=NC=CC2)CNC2=CC1=CC=CC=C1C=C2)C ((S)-2-methylamino-N—{(S)-2-methyl-1-[(S)-2-(naphthalen-2-ylaminomethyl)-2,3-dihydro-pyrrolo[2,3-b]pyridine-1-carbonyl]-propyl}-propionamide hydrochloride). RXN SMILES: C(O[C:6](=O)[N:7](C)[C@H:8]([C:10](=[O:39])[NH:11][C@H:12]([C:16]([N:18]1[C:22]2=[N:23][CH:24]=[CH:25][CH:26]=[C:21]2[CH2:20][C@H:19]1[CH2:27][NH:28][C:29]1[CH:38]=[CH:37][C:36]2[C:31](=[CH:32][CH:33]=[CH:34][CH:35]=2)[CH:30]=1)=[O:17])[CH:13]([CH3:15])[CH3:14])[CH3:9])(C)(C)C.[ClH:42]>O1CCOCC1>[ClH:42].[CH3:6][NH:7][C@@H:8]([CH3:9])[C:10]([NH:11][C@H:12]([C:16]([N:18]1[C:22]2=[N:23][CH:24]=[CH:25][CH:26]=[C:21]2[CH2:20][C@H:19]1[CH2:27][NH:28][C:29]1[CH:38]=[CH:37][C:36]2[C:31](=[CH:32][CH:33]=[CH:34][CH:35]=2)[CH:30]=1)=[O:17])[CH:13]([CH3:15])[CH3:14])=[O:39] |f:3.4|. Procedure details: To a solution of methyl-((S)-1-{(S)-2-methyl-1-[(S)-2-(naphthalen-2-ylaminomethyl)-2,3-dihydro-pyrrolo[2,3-b]pyridine-1-carbonyl]-propylcarbamoyl}-ethyl)-carbamic acid tert-butyl ester (27 mg, 0.05 mmol) in 1,4-dioxane (0.5 mL) was added 4 M HCl in dioxane (0.5 mL) dropwise at 0° C. The reaction mixture was stirred at rt for 3 h and then the solvent was removed in vacuo to give (S)-2-methylamino-N—{(S)-2-methyl-1-[(S)-2-(naphthalen-2-ylaminomethyl)-2,3-dihydro-pyrrolo[2,3-b]pyridine-1-carbonyl]-... Starting materials: C1N2CN3CN1CN(C2)C3, CC(=O)O, CCOCC, Cl, O, Cc1cc(O)c2c(c1)C(C)(C)CCC2(C)C. The product is Cc1cc2c(c(O)c1C=O)C(C)(C)CCC2(C)C. RXN SMILES: [CH2:1]1[N:2]2[CH2:3][N:4]3[CH2:5][N:6]([CH2:7]2)[CH2:8][N:9]1[CH2:10]3.[CH3:27][C:28]([OH:29])=[O:30].[CH3:32][CH2:33][O:34][CH2:35][CH3:36].[ClH:31].[OH2:37].[OH:11][c:12]1[cH:13][c:14]([CH3:26])[cH:15][c:16]2[c:21]1[C:20]([CH3:22])([CH3:23])[CH2:19][CH2:18][C:17]2([CH3:24])[CH3:25]>>[OH:11][c:12]1[c:13]([CH:28]=[O:29])[c:14]([CH3:26])[cH:15][c:16]2[c:21]1[C:20]([CH3:22])([CH3:23])[CH2:19][CH2:18][C:17]2([CH3:24])[CH3:25]. Reactants: C1(=CC=CC=C1)P(C1=CC=CC=C1)C1=CC=CC=C1 (Triphenylphosphine), [I-].[Na+] (sodium iodide), ClCC1=C(N=C(S1)C1=CC=C(C=C1)Cl)C (5-chloromethyl-2-(4-chlorophenyl)-4-methylthiazole). The solvent is O1CCCC1 (tetrahydrofuran). Reaction conditions: time 5 hour. The product is [I-].ClC1=CC=C(C=C1)C=1SC(=C(N1)C)C[P+](C1=CC=CC=C1)(C1=CC=CC=C1)C1=CC=CC=C1 ([2-(4-Chlorophenyl)-4-methylthiazol-5-yl]methyltriphenylphosphonium iodide). RXN SMILES: [C:1]1([P:7]([C:14]2[CH:19]=[CH:18][CH:17]=[CH:16][CH:15]=2)[C:8]2[CH:13]=[CH:12][CH:11]=[CH:10][CH:9]=2)[CH:6]=[CH:5][CH:4]=[CH:3][CH:2]=1.[I-:20].[Na+].Cl[CH2:23][C:24]1[S:28][C:27]([C:29]2[CH:34]=[CH:33][C:32]([Cl:35])=[CH:31][CH:30]=2)=[N:26][C:25]=1[CH3:36]>O1CCCC1>[I-:20].[Cl:35][C:32]1[CH:31]=[CH:30][C:29]([C:27]2[S:28][C:24]([CH2:23][P+:7]([C:1]3[CH:2]=[CH:3][CH:4]=[CH:5][CH:6]=3)([C:8]3[CH:13]=[CH:12][CH:11]=[CH:10][CH:9]=3)[C:14]3[CH:15]=[CH:16][CH:17]=[CH:18][CH:19]=3)=[C:25]([CH3:36])[N:26]=2)=[CH:34][CH:33]=1 |f:1.2,5.6|. Procedure details: Triphenylphosphine (1.15 g, 4.26 mmol) and sodium iodide (580 mg, 3.87 mmol) were added to 5-chloromethyl-2-(4-chlorophenyl)-4-methylthiazole (1.00 g, 3.87 mmol) in tetrahydrofuran (20 mL). The reaction mixture was stirred for 5 hours while being stirred. Subsequently, the crystallized powdery product was collected by filtration and washed with hexane to give 2.43 g (quant.) of the desired compound as a colorless powder. Reagents/catalysts: C=1C=CC(=CC1)[P](C=2C=CC=CC2)(C=3C=CC=CC3)[Pd]([P](C=4C=CC=CC4)(C=5C=CC=CC5)C=6C=CC=CC6)([P](C=7C=CC=CC7)(C=8C=CC=CC8)C=9C=CC=CC9)[P](C=1C=CC=CC1)(C=1C=CC=CC1)C=1C=CC=CC1 (Pd(PPh3)4), [Cu]I (CuI). Run in CN(C)C=O (DMF), C(C)N(CC)CC (triethylamine). Conditions: temperature 60 celsius. Yields the product COC(COC1=C(C=C(C=C1)OCC#CC1=CC(=CC(=C1)C#CCN1CCCCC1)C#CCN1CCCCC1)C)=O ((4-{3-[3,5-bis-(3-piperidin-1-yl-prop-1-ynyl)-phenyl]-prop-2-ynyloxy}-2-methyl-phenoxy)-acetic acid methyl ester). Reactants: C(C#C)N1CCCCC1 (1-prop-2-ynyl-piperidine), COC(COC1=C(C=C(C=C1)OCC#CC1=CC(=CC(=C1)C#CCN1CCCCC1)Br)C)=O ((4-{3-[3-bromo-5-(3-piperidin-1-yl-prop-1-ynyl)-phenyl]-prop-2-ynyloxy}-2-methyl-phenoxy)-acetic acid methyl ester). Reported procedure: A mixture of 1-prop-2-ynyl-piperidine (322 mg, 2.62 mmol), (4-{3-[3-bromo-5-(3-piperidin-1-yl-prop-1-ynyl)-phenyl]-prop-2-ynyloxy}-2-methyl-phenoxy)-acetic acid methyl ester (204 mg, 0.4 mmol, example 3), Pd(PPh3)4 (50 mg, 0.044 mmol), CuI (23 mg, 0.122 mmol) in dry DMF (2 ml) and triethylamine (2 ml) was heated in a microwave own for 30 min at 60° C. in a sealed tube. The reaction mixture was filtered through Decalite and the filtrate was evaporated. The residue was purified on column chromatog... As a reaction SMILES: [CH2:1]([N:4]1[CH2:9][CH2:8][CH2:7][CH2:6][CH2:5]1)[C:2]#[CH:3].[CH3:10][O:11][C:12](=[O:42])[CH2:13][O:14][C:15]1[CH:20]=[CH:19][C:18]([O:21][CH2:22][C:23]#[C:24][C:25]2[CH:30]=[C:29]([C:31]#[C:32][CH2:33][N:34]3[CH2:39][CH2:38][CH2:37][CH2:36][CH2:35]3)[CH:28]=[C:27](Br)[CH:26]=2)=[CH:17][C:16]=1[CH3:41]>CN(C=O)C.C(N(CC)CC)C.C1C=CC([P]([Pd]([P](C2C=CC=CC=2)(C2C=CC=CC=2)C2C=CC=CC=2)([P](C2C=CC=CC=2)(C2C=CC=CC=2)C2C=CC=CC=2)[P](C2C=CC=CC=2)(C2C=CC=CC=2)C2C=CC=CC=2)(C2C=CC=CC=2)C2C=CC=CC=2)=CC=1.[Cu]I>[CH3:10][O:11][C:12](=[O:42])[CH2:13][O:14][C:15]1[CH:20]=[CH:19][C:18]([O:21][CH2:22][C:23]#[C:24][C:25]2[CH:26]=[C:27]([C:3]#[C:2][CH2:1][N:4]3[CH2:9][CH2:8][CH2:7][CH2:6][CH2:5]3)[CH:28]=[C:29]([C:31]#[C:32][CH2:33][N:34]3[CH2:39][CH2:38][CH2:37][CH2:36][CH2:35]3)[CH:30]=2)=[CH:17][C:16]=1[CH3:41] |^1:58,60,79,98|. Starting materials: CC(=O)OC1CC2CCC3C(CCC4(C)C3CC(N3CCCCC3)C4OC(C)=O)C2(C)CC1N1CCC(O)CC1, CBr. The product is [Br-], CC(=O)OC1CC2CCC3C(CCC4(C)C3CC([N+]3(C)CCCCC3)C4OC(C)=O)C2(C)CC1N1CCC(O)CC1. Reaction SMILES: [C:1]([CH3:2])(=[O:3])[O:4][CH:5]1[CH2:6][CH:7]2[CH2:8][CH2:9][CH:10]3[CH:11]4[CH2:12][CH:13]([N:35]5[CH2:36][CH2:37][CH2:38][CH2:39][CH2:40]5)[CH:14]([O:31][C:32]([CH3:33])=[O:34])[C:15]4([CH3:16])[CH2:17][CH2:18][CH:19]3[C:20]2([CH3:30])[CH2:21][CH:22]1[N:23]1[CH2:24][CH2:25][CH:26]([OH:29])[CH2:27][CH2:28]1.[CH3:41][Br:42]>>[Br-:42].[C:1]([CH3:2])(=[O:3])[O:4][CH:5]1[CH2:6][CH:7]2[CH2:8][CH2:9][CH:10]3[CH:11]4[CH2:12][CH:13]([N+:35]5([CH3:41])[CH2:36][CH2:37][CH2:38][CH2:39][CH2:40]5)[CH:14]([O:31][C:32]([CH3:33])=[O:34])[C:15]4([CH3:16])[CH2:17][CH2:18][CH:19]3[C:20]2([CH3:30])[CH2:21][CH:22]1[N:23]1[CH2:24][CH2:25][CH:26]([OH:29])[CH2:27][CH2:28]1. The reactants are racemic mixture, compound, C[C@@H]([C@@H](C1=CC=CC=C1)O)N ((1R,2S)-norephedrine), CC1C(C2=C(CC(S1)C(=O)O)C=C1C(=C2)OCO1)=O (1,2,4,5-tetrahydro-4-methyl-7,8-methylenedioxy-5-oxo-3-benzothiepin-2-carboxylic acid), compound. The solvent is CO (methanol). Conditions: time 30 minute. The product is C[C@H]1C(C2=C(C[C@@H](S1)C(=O)O)C=C1C(=C2)OCO1)=O ((2R,4S)-1,2,4,5-tetrahydro-4-methyl-7,8-methylenedioxy-5-oxo-3-benzothiepin-2-carboxylic acid). RXN SMILES: [CH3:1][CH:2]1[S:8][CH:7]([C:9]([OH:11])=[O:10])[CH2:6][C:5]2[CH:12]=[C:13]3[O:18][CH2:17][O:16][C:14]3=[CH:15][C:4]=2[C:3]1=[O:19].C[C@H](N)[C@H](O)C1C=CC=CC=1>CO>[CH3:1][C@@H:2]1[S:8][C@@H:7]([C:9]([OH:11])=[O:10])[CH2:6][C:5]2[CH:12]=[C:13]3[O:18][CH2:17][O:16][C:14]3=[CH:15][C:4]=2[C:3]1=[O:19]. Procedure: In 5 mL of methanol was suspended 0.5 g of a racemic mixture, 1,2,4,5-tetrahydro-4-methyl-7,8-methylenedioxy-5-oxo-3-benzothiepin-2-carboxylic acid (content 99.5%; trans compound 88.1%, cis compound 11.4%). To the suspension was added 0.27 g (1 equivalent) of (1R,2S)-norephedrine, which was once made into a solution, followed by crystallization in about 5 minutes. Then, the crystals were aged for 30 minutes at room temperature (25° C.). The crystals were collected by filtration, washed with 5 mL...